From a dataset of the Open Reaction Database (ORD), a public repository of structured organic reaction records. describe an organic reaction: reactants, conditions, products, and yield The product is C(C)(C)(C)OC(C(=O)O)C1=C(C2=CC=CC=C2C(=C1C)CC)C1=CC=C(C=C1)Cl (2-tert-butoxy-2-(1-(4-chlorophenyl)-4-ethyl-3-methylnaphthalen-2-yl)acetic acid). Reactants: C(C)(C)(C)OC(C(=O)O)C1=C(C2=CC=CC=C2C(=C1C)C=C)C1=CC=C(C=C1)Cl (2-tert-butoxy-2-(1-(4-chlorophenyl)-3-methyl-4-vinylnaphthalen-2-yl)acetic acid). Reaction conditions: time 6 hour. Procedure details: A suspension of 2-tert-butoxy-2-(1-(4-chlorophenyl)-3-methyl-4-vinylnaphthalen-2-yl)acetic acid (5.0 mg, 12 μmol), 5% w/w Rh/Al2O3 (10 mg), and EtOH (absolute, 2.0 mL) was evacuated and purged several times (vaccuum/H2 balloon). The suspension was rapidly stirred under a balloon of H2 for 6 h. H2O (500 μL) was added and the reaction was filtered through a 0.45 micron filter. The filtrate was directly purified by reverse phase HPLC (Gemini, 5 to 100% ACN/H2O+0.1% TFA). The product-containing frac... Run in CCO (EtOH). As a reaction SMILES: [C:1]([O:5][CH:6]([C:10]1[C:19]([CH3:20])=[C:18]([CH:21]=[CH2:22])[C:17]2[C:12](=[CH:13][CH:14]=[CH:15][CH:16]=2)[C:11]=1[C:23]1[CH:28]=[CH:27][C:26]([Cl:29])=[CH:25][CH:24]=1)[C:7]([OH:9])=[O:8])([CH3:4])([CH3:3])[CH3:2]>[Rh].CCO>[C:1]([O:5][CH:6]([C:10]1[C:19]([CH3:20])=[C:18]([CH2:21][CH3:22])[C:17]2[C:12](=[CH:13][CH:14]=[CH:15][CH:16]=2)[C:11]=1[C:23]1[CH:28]=[CH:27][C:26]([Cl:29])=[CH:25][CH:24]=1)[C:7]([OH:9])=[O:8])([CH3:2])([CH3:3])[CH3:4]. The reagents and catalysts are [Rh] (Rh/Al2O3). Reactants: OC1=NC=CC(=C1)C (2-hydroxy-4-methylpyridine), BrC1=COC=C1 (3-bromofuran), C([O-])([O-])=O.[K+].[K+] (potassium carbonate). Reagents/catalysts: [Cu]I (copper (I) iodide). Solvent: CN(C=O)C (N,N-dimethylformamide), [OH-].[NH4+] (ammonium hydroxide). Run at temperature 180 celsius. Product: O1C=C(C=C1)N1C(C=C(C=C1)C)=O (1-furan-3-yl-4-methyl-1H-pyridin-2-one). The yield is 61.8%. As a reaction SMILES: [OH:1][C:2]1[CH:7]=[C:6]([CH3:8])[CH:5]=[CH:4][N:3]=1.Br[C:10]1[CH:14]=[CH:13][O:12][CH:11]=1.C(=O)([O-])[O-].[K+].[K+]>CN(C)C=O.[OH-].[NH4+].[Cu]I>[O:12]1[CH:13]=[CH:14][C:10]([N:3]2[CH:4]=[CH:5][C:6]([CH3:8])=[CH:7][C:2]2=[O:1])=[CH:11]1 |f:2.3.4,6.7|. Reported procedure: A mixture of 2-hydroxy-4-methylpyridine (0.66 g, 6.0 mmol), 3-bromofuran (1.7 g, 12 mmol), copper (I) iodide (0.11 g, 0.60 mmol), and potassium carbonate (0.84 g, 6.0 mmol) in N,N-dimethylformamide (12 mL) were heated at 180° C. for 2 hours in a 300 W microwave reactor. The completed reaction mixture is diluted with 10% aqueous ammonium hydroxide solution and extracted 3× with ethyl acetate. The combined extracts were washed with saturated aqueous sodium chloride solution, dried over anhydrous m... The reactants are S1CCN(CC1)C1=NC(=CC2=C(C=CC=C12)F)N1CCNCC1 (1-thiomorpholino-3-piperazino-5-fluoro-isoquinoline), OO (hydrogen peroxide), n-propanol petroleum ether. Solvent: S(O)(O)(=O)=O (sulfuric acid). The product is O=S1CCN(CC1)C1=NC(=CC2=C(C=CC=C12)F)N1CCNCC1 (1-Oxido-thiomorpholino-3-piperazino-5-fluoro-isoquinoline). Isolated yield 31.0%. As a reaction SMILES: [S:1]1[CH2:6][CH2:5][N:4]([C:7]2[C:16]3[C:11](=[C:12]([F:17])[CH:13]=[CH:14][CH:15]=3)[CH:10]=[C:9]([N:18]3[CH2:23][CH2:22][NH:21][CH2:20][CH2:19]3)[N:8]=2)[CH2:3][CH2:2]1.[OH:24]O>S(=O)(=O)(O)O>[O:24]=[S:1]1[CH2:6][CH2:5][N:4]([C:7]2[C:16]3[C:11](=[C:12]([F:17])[CH:13]=[CH:14][CH:15]=3)[CH:10]=[C:9]([N:18]3[CH2:23][CH2:22][NH:21][CH2:20][CH2:19]3)[N:8]=2)[CH2:3][CH2:2]1. Procedure: 1-(1-Oxido-thiomorpholino-3-piperazino-5-fluoro-isoquinoline was prepared analogous to Example 12 from 1-thiomorpholino-3-piperazino-5-fluoro-isoquinoline by oxidation with hydrogen peroxide in dilute sulfuric acid. M.p. 213°-215°C (from n-propanol/petroleum ether). Yield: 31% of theory. Reactants: CCOC(=O)Nc1ccc2c(CCl)cc(=O)oc2c1, CC(=O)O, [Na+], [OH-], O=S(=O)(O)O. Yields the product Nc1ccc2c(CCl)cc(=O)oc2c1. RXN SMILES: [C:1]([O:2][CH2:3][CH3:4])(=[O:5])[NH:6][c:7]1[cH:8][cH:9][c:10]2[c:11]([CH2:18][Cl:19])[cH:12][c:13](=[O:17])[o:14][c:15]2[cH:16]1.[CH3:27][C:28](=[O:29])[OH:30].[Na+:26].[OH-:25].[S:20](=[O:21])(=[O:22])([OH:23])[OH:24]>>[NH2:6][c:7]1[cH:8][cH:9][c:10]2[c:11]([CH2:18][Cl:19])[cH:12][c:13](=[O:17])[o:14][c:15]2[cH:16]1. The reactants are C(C)(C)(C)OC(=O)N1CCN(CC1)C1=NC=2N(C(N(C(C2N1CC1=CC=CC=C1)=O)COC(C(C)(C)C)=O)=O)C (4-[7-Benzyl-1-(2,2-dimethylpropionyloxymethyl)-3-methyl-2,6-dioxo-2,3,6,7-tetrahydro-1H-purin-8-yl]piperazine-1-carboxylic acid tert-butyl ester). The reagents and catalysts are [Pd] (palladium on carbon). The solvent is C(C)(=O)O (acetic acid). Run at time 8 hour. Product: C(C)(C)(C)OC(=O)N1CCN(CC1)C1=NC=2N(C(N(C(C2N1)=O)COC(C(C)(C)C)=O)=O)C (4-[1-(2,2-Dimethylpropionyloxymethyl)-3-methyl-2,6-dioxo-2,3,6,7-tetrahydro-1H-purin-8-yl]piperazine-1-carboxylic acid tert-butyl ester). Isolated yield 101.3%. Reaction SMILES: [C:1]([O:5][C:6]([N:8]1[CH2:13][CH2:12][N:11]([C:14]2[N:22](CC3C=CC=CC=3)[C:21]3[C:20](=[O:30])[N:19]([CH2:31][O:32][C:33](=[O:38])[C:34]([CH3:37])([CH3:36])[CH3:35])[C:18](=[O:39])[N:17]([CH3:40])[C:16]=3[N:15]=2)[CH2:10][CH2:9]1)=[O:7])([CH3:4])([CH3:3])[CH3:2]>C(O)(=O)C.[Pd]>[C:1]([O:5][C:6]([N:8]1[CH2:13][CH2:12][N:11]([C:14]2[NH:22][C:21]3[C:20](=[O:30])[N:19]([CH2:31][O:32][C:33](=[O:38])[C:34]([CH3:37])([CH3:36])[CH3:35])[C:18](=[O:39])[N:17]([CH3:40])[C:16]=3[N:15]=2)[CH2:10][CH2:9]1)=[O:7])([CH3:4])([CH3:3])[CH3:2]. Procedure details: 4-[7-Benzyl-1-(2,2-dimethylpropionyloxymethyl)-3-methyl-2,6-dioxo-2,3,6,7-tetrahydro-1H-purin-8-yl]piperazine-1-carboxylic acid tert-butyl ester (2.227 g) was dissolved in acetic acid (100 ml), and 10% palladium on carbon (1 g) was added thereto. The reaction mixture was stirred under hydrogen atmosphere at room temperature overnight, filtered, and the filtrate was concentrated to give 1.89 g of the title compound. Reactants: C=CCNc1nc(N)c2cc([N+](=O)[O-])ccc2n1, CC(C)COC(=O)Cl, [H-], [Na+], CN(C)C=O, O. Yields the product C=CCNc1nc(NC(=O)OCC(C)C)c2cc([N+](=O)[O-])ccc2n1. RXN SMILES: [CH2:1]([CH:2]=[CH2:3])[NH:4][c:5]1[n:6][c:7]2[cH:8][cH:9][c:10]([N+:16](=[O:17])[O-:18])[cH:11][c:12]2[c:13]([NH2:15])[n:14]1.[CH3:21][CH:22]([CH2:23][O:24][C:25](=[O:26])[Cl:27])[CH3:28].[H-:19].[Na+:20].[O:30]=[CH:31][N:32]([CH3:33])[CH3:34].[OH2:29]>>[CH2:1]([CH:2]=[CH2:3])[NH:4][c:5]1[n:6][c:7]2[cH:8][cH:9][c:10]([N+:16](=[O:17])[O-:18])[cH:11][c:12]2[c:13]([NH:15][C:25]([O:24][CH2:23][CH:22]([CH3:21])[CH3:28])=[O:26])[n:14]1. The reactants are CCN(C(C)C)C(C)C (Hunig's base), BrC=1C=C2N(N=CC(=C2Cl)C(=O)N)C1 (6-bromo-4-chloropyrrolo[1,2-b]pyridazine-3-carboxamide), N[C@H]1C([C@](CC1)(C(=O)OC)C)(C)C ((1S,3R)-methyl 3-amino-1,2,2-trimethylcyclopentanecarboxylate). Solvent: CN1CCCC1=O (NMP), C(C)(=O)OCC (ethyl acetate). Reaction conditions: temperature 90 celsius. Product: BrC=1C=C2N(N=CC(=C2N[C@H]2C([C@](CC2)(C(=O)OC)C)(C)C)C(N)=O)C1 ((1S,3R)-methyl 3-(6-bromo-3-carbamoylpyrrolo[1,2-b]pyridazin-4-ylamino)-1,2,2-trimethylcyclopentanecarboxylate). The yield is 57.4%. As a reaction SMILES: CCN(C(C)C)C(C)C.[Br:10][C:11]1[CH:12]=[C:13]2[C:18](Cl)=[C:17]([C:20]([NH2:22])=[O:21])[CH:16]=[N:15][N:14]2[CH:23]=1.[NH2:24][C@@H:25]1[CH2:29][CH2:28][C@:27]([CH3:34])([C:30]([O:32][CH3:33])=[O:31])[C:26]1([CH3:36])[CH3:35]>CN1C(=O)CCC1.C(OCC)(=O)C>[Br:10][C:11]1[CH:12]=[C:13]2[C:18]([NH:24][C@@H:25]3[CH2:29][CH2:28][C@:27]([CH3:34])([C:30]([O:32][CH3:33])=[O:31])[C:26]3([CH3:36])[CH3:35])=[C:17]([C:20](=[O:21])[NH2:22])[CH:16]=[N:15][N:14]2[CH:23]=1. Procedure details: Hunig's base (1.27 mL, 7.29 mmol) was added to a solution of 6-bromo-4-chloropyrrolo[1,2-b]pyridazine-3-carboxamide (Preparation 5, 625 mg, 2.277 mmol) and (1S,3R)-methyl 3-amino-1,2,2-trimethylcyclopentanecarboxylate (464 mg, 2.505 mmol) in NMP (5692 n1). The reaction was heated at 90° C. for 14 hrs. The reaction was cooled to room temperature and diluted with ethyl acetate (20 ml). The ethyl acetate solution was washed with water (3×10 ml), dried with sodium sulfate, filtered, and concentrated...